This data is from the Open Reaction Database (ORD), a public repository of structured organic reaction records. The task is: describe an organic reaction: reactants, conditions, products, and yield Starting materials: solution, B(Br)(Br)Br (boron tribromide), resultant solution, Br (hydrobromide), C(C1=CC=CC=C1)[C@@H]1CNC[C@H]1C1=CC(=C(C=C1)OC)OC (trans-3-benzyl-4-(3,4-dimethoxyphenyl)pyrrolidine). Run in C(Cl)Cl (methylene chloride), C(Cl)Cl (methylene chloride). Reaction conditions: time 3 hour. The product is Br.C(C1=CC=CC=C1)[C@@H]1CNC[C@H]1C1=CC(=C(C=C1)O)O (trans-3-Benzyl-4-(3,4-dihydroxyphenyl)-pyrrolidine hydrobromide). Yield: 16.0%. Reaction SMILES: [CH2:1]([C@H:8]1[C@H:12]([C:13]2[CH:18]=[CH:17][C:16]([O:19]C)=[C:15]([O:21]C)[CH:14]=2)[CH2:11][NH:10][CH2:9]1)[C:2]1[CH:7]=[CH:6][CH:5]=[CH:4][CH:3]=1.B(Br)(Br)[Br:24].Br>C(Cl)Cl>[BrH:24].[CH2:1]([C@H:8]1[C@H:12]([C:13]2[CH:18]=[CH:17][C:16]([OH:19])=[C:15]([OH:21])[CH:14]=2)[CH2:11][NH:10][CH2:9]1)[C:2]1[CH:7]=[CH:6][CH:5]=[CH:4][CH:3]=1 |f:4.5|. Reported procedure: 0.37 g (1.24 mmol) of trans-3-benzyl-4-(3,4-dimethoxyphenyl)pyrrolidine was dissolved in methylene chloride, and 10 ml of a solution of 1M boron tribromide in methylene chloride was added to the resultant solution. The solution was stirred at room temperature for 3 hr. The reaction mixture was concentrated in vacuo. Further, methylene chloride was added to the concentrate and methanol (3 ml) was dropwise added thereto. The mixture was again concentrated in vacuo. This procedure was repeated seve...